From a dataset of the Open Reaction Database (ORD), a public repository of structured organic reaction records. describe an organic reaction: reactants, conditions, products, and yield Procedure: A mixture of 2-trifluoromethylbenzaldehyde (15 g; 86 mmol) and aminoacetaldehyde dimethylacetal (9.37 ml; 86 mmol) in toluene (75 ml) was heated at reflux under Dean/Stark conditions for 2 hours. The cooled reaction mixture was evaporated to dryness and the residue added dropwise to conc. sulfuric acid (200 ml) at 140° C.; after complete addition the heating was continued for 30 mins then the warm mixture was poured over ice. The mixture was filtered and the filtrate basified by the addition of ... Conditions: time 30 minute. The reactants are FC(C1=C(C=O)C=CC=C1)(F)F (2-trifluoromethylbenzaldehyde), COC(CN)OC (aminoacetaldehyde dimethylacetal). Yields the product FC(C=1C=CC=C2C=CN=CC12)(F)F (8-(Trifluoromethyl)isoquinoline). As a reaction SMILES: [F:1][C:2]([F:12])([F:11])[C:3]1[CH:10]=[CH:9][CH:8]=[CH:7][C:4]=1[CH:5]=O.CO[CH:15](OC)[CH2:16][NH2:17]>C1(C)C=CC=CC=1>[F:1][C:2]([F:12])([F:11])[C:3]1[CH:10]=[CH:9][CH:8]=[C:7]2[C:4]=1[CH:5]=[N:17][CH:16]=[CH:15]2. The solvent is C1(=CC=CC=C1)C (toluene). The yield is 7.0%. Reactants: NC1=NC=C(C(=N)NO)C=C1 (6-amino-N-hydroxy-nicotinamidine), ClC1=CC=C(C=C1)C1=NC(=NC(=C1)C(F)(F)F)C(=O)O (4-(4-chloro-phenyl)-6-trifluoromethyl-pyrimidine-2-carboxylic acid). The product is ClC1=CC=C(C=C1)C1=NC(=NC(=C1)C(F)(F)F)C1=NC(=NO1)C=1C=CC(=NC1)N (5-{5-[4-(4-Chloro-phenyl)-6-trifluoromethyl-pyrimidin-2-yl]-[1,2,4]oxadiazol-3-yl}-pyridin-2-ylamine), solid. The yield is 24.0%. RXN SMILES: [NH2:1][C:2]1[CH:11]=[CH:10][C:5]([C:6]([NH:8][OH:9])=[NH:7])=[CH:4][N:3]=1.[Cl:12][C:13]1[CH:18]=[CH:17][C:16]([C:19]2[CH:24]=[C:23]([C:25]([F:28])([F:27])[F:26])[N:22]=[C:21]([C:29](O)=O)[N:20]=2)=[CH:15][CH:14]=1>>[Cl:12][C:13]1[CH:14]=[CH:15][C:16]([C:19]2[CH:24]=[C:23]([C:25]([F:27])([F:26])[F:28])[N:22]=[C:21]([C:29]3[O:9][N:8]=[C:6]([C:5]4[CH:10]=[CH:11][C:2]([NH2:1])=[N:3][CH:4]=4)[N:7]=3)[N:20]=2)=[CH:17][CH:18]=1. Procedure: The title compound was prepared from 6-amino-N-hydroxy-nicotinamidine (example C.3) (0.15 g, 1.0 mmol) and 4-(4-chloro-phenyl)-6-trifluoromethyl-pyrimidine-2-carboxylic acid (example D.1) (0.15 g, 0.5 mmol) according to the general procedure V. Obtained as a light brown solid (0.05 g, 24%). MS (ISP) 419.0 [(M+H)+]; mp 211° C.